describe an organic reaction: reactants, conditions, products, and yield From a dataset of the Open Reaction Database (ORD), a public repository of structured organic reaction records. The reactants are CC(=O)O, Cl, CC(C(N)=O)c1ccc2c(c1)C(=O)Cc1ccc(F)cc1S2, O. Product: CC(C(=O)O)c1ccc2c(c1)C(=O)Cc1ccc(F)cc1S2. RXN SMILES: [CH3:23][C:24]([OH:25])=[O:26].[ClH:27].[F:1][c:2]1[cH:3][c:4]2[c:5]([cH:21][cH:22]1)[CH2:6][C:7](=[O:20])[c:8]1[c:9]([cH:11][cH:12][c:13]([CH:15]([C:16](=[O:17])[NH2:18])[CH3:19])[cH:14]1)[S:10]2.[OH2:28]>>[F:1][c:2]1[cH:3][c:4]2[c:5]([cH:21][cH:22]1)[CH2:6][C:7](=[O:20])[c:8]1[c:9]([cH:11][cH:12][c:13]([CH:15]([C:16](=[O:17])[OH:25])[CH3:19])[cH:14]1)[S:10]2. Reaction conditions: time 2 hour. Reactants: CC(C)(C)OC(N[C@@H]1C[C@H](CC1)OC=O)=O ((1S-trans)-[3-(formyloxy)cyclopentyl]carbamic acid 1,1-dimethylethyl ester), C(O)([O-])=O.[K+] (potassium hydrogen carbonate). As a reaction SMILES: [CH3:1][C:2]([O:5][C:6](=[O:16])[NH:7][C@H:8]1[CH2:12][CH2:11][C@H:10]([O:13]C=O)[CH2:9]1)([CH3:4])[CH3:3].C(=O)([O-])O.[K+]>CO.O.C(OCC)(=O)C>[CH3:4][C:2]([O:5][C:6](=[O:16])[NH:7][C@H:8]1[CH2:12][CH2:11][C@H:10]([OH:13])[CH2:9]1)([CH3:1])[CH3:3] |f:1.2|. Procedure details: A solution of (1S-trans)-[3-(formyloxy)cyclopentyl]carbamic acid 1,1-dimethylethyl ester (0.081 g, 0.35 mmol) in methanol (3 ml) was treated with a slurry of potassium hydrogen carbonate (0.707 g, 7.06 mmol) in water (1.5 ml) and stirred at room temperature for 2h. The mixture was then diluted with water (20 ml) and ethyl acetate (20 ml) and the aqueous phase was extracted with ethyl acetate (2×20 ml). The combined organic phase was dried (MgSO4) and evaporated to leave a solid which was purifie... Run in O (water), C(C)(=O)OCC (ethyl acetate), CO (methanol), O (water). Yields the product CC(C)(C)OC(N[C@@H]1C[C@H](CC1)O)=O ((1S-trans)-(3-Hydroxycyclopentyl)carbamic acid 1,1-dimethylethyl ester). Isolated yield 52.5%. Reactants: CCC1(COC(C)=O)CCCN2CCc3c([nH]c4ccccc34)C21, CO, [Na+], [OH-], O. The product is CCC1(CO)CCCN2CCc3c([nH]c4ccccc34)C21. RXN SMILES: [C:1](=[O:2])([CH3:3])[O:4][CH2:5][C:6]1([CH2:23][CH3:24])[CH2:7][CH2:8][CH2:9][N:10]2[CH2:11][CH2:12][c:13]3[c:14]([nH:16][c:17]4[cH:18][cH:19][cH:20][cH:21][c:22]34)[CH:15]12.[CH3:25][OH:26].[Na+:28].[OH-:27].[OH2:29]>>[OH:4][CH2:5][C:6]1([CH2:23][CH3:24])[CH2:7][CH2:8][CH2:9][N:10]2[CH2:11][CH2:12][c:13]3[c:14]([nH:16][c:17]4[cH:18][cH:19][cH:20][cH:21][c:22]34)[CH:15]12. Starting materials: CO, CCc1cc(Cl)c2c(c1)C1CNCC1NC2=O, Cl. Product: Cl, CCc1ccc2c(c1)C1CNCC1NC2=O. RXN SMILES: [CH3:19][OH:20].[Cl:2][c:3]1[cH:4][c:5]([CH2:17][CH3:18])[cH:6][c:7]2[c:12]1[C:11](=[O:13])[NH:10][CH:9]1[CH:8]2[CH2:16][NH:15][CH2:14]1.[ClH:1]>>[ClH:2].[cH:3]1[cH:4][c:5]([CH2:17][CH3:18])[cH:6][c:7]2[c:12]1[C:11](=[O:13])[NH:10][CH:9]1[CH:8]2[CH2:16][NH:15][CH2:14]1. Starting materials: ClC=1C=C2N=C(C(=NC2=CC1)NC(OCC)=O)OC (Ethyl N-(6-chloro-3-methoxyquinoxalin-2-yl)carbamate), ClC1=C(C=CC=C1)N1CCNCC1 (1-(2-chlorophenyl)piperazine). Product: ClC=1C=C2N=C(C(=NC2=CC1)NC(=O)N1CCN(CC1)C1=C(C=CC=C1)Cl)OC (1-[(6-Chloro-3-methoxyquinoxalin-2-yl)aminocarbonyl]-4-(2-chlorophenyl)piperazine). The yield is 91.0%. Reaction SMILES: [Cl:1][C:2]1[CH:3]=[C:4]2[C:9](=[CH:10][CH:11]=1)[N:8]=[C:7]([NH:12][C:13](=[O:17])OCC)[C:6]([O:18][CH3:19])=[N:5]2.[Cl:20][C:21]1[CH:26]=[CH:25][CH:24]=[CH:23][C:22]=1[N:27]1[CH2:32][CH2:31][NH:30][CH2:29][CH2:28]1>>[Cl:1][C:2]1[CH:3]=[C:4]2[C:9](=[CH:10][CH:11]=1)[N:8]=[C:7]([NH:12][C:13]([N:30]1[CH2:29][CH2:28][N:27]([C:22]3[CH:23]=[CH:24][CH:25]=[CH:26][C:21]=3[Cl:20])[CH2:32][CH2:31]1)=[O:17])[C:6]([O:18][CH3:19])=[N:5]2. Procedure details: Ethyl N-(6-chloro-3-methoxyquinoxalin-2-yl)carbamate and 1-(2-chlorophenyl)piperazine were reacted by the same way with the example 106 to obtain the titled compound (yield, 91%). 1H NMR (300 MHz, CDCl3): δ 3.15 (s, 4H), 3.79 (s, 4H), 4.15 (s, 3H), 6.99-7.06 (m, 2H), 7.23-7.45 (m, 4H), 7.74-7.79 (m, 2H). Reactants: C(=O)(OC(C)(C)C)COC1=C(C=CC(=C1)OC)[C@H]1[C@@H]([C@H](C2=CC=C(C=C12)OCCC)C1=CC2=C(C=C1)OCO2)C(=O)OCC=C (Allyl(1S,2R,3S)-3-(2-carbo-tert-butoxymethoxy-4-methoxyphenyl)-1-(3,4-methylenedioxyphenyl)-5-(prop-1-yloxy)indane-2-carboxylate). Reagents/catalysts: C1(=CC=CC=C1)OC (anisole). Run in C(C)(=O)OCC (ethyl acetate), C(=O)(C(F)(F)F)O (TFA). Conditions: time 20 minute. Product: C(=O)(O)COC1=C(C=CC(=C1)OC)[C@H]1[C@@H]([C@H](C2=CC=C(C=C12)OCCC)C1=CC2=C(C=C1)OCO2)C(=O)OCC=C (Allyl(1S,2R,3S)-3-(2-carboxymethoxy-4-methoxyphenyl)-1-(3,4-methylenedioxyphenyl)-5-(prop-1-yloxy)indane-2-carboxylate). Yield: 82.7%. As a reaction SMILES: [C:1]([CH2:8][O:9][C:10]1[CH:15]=[C:14]([O:16][CH3:17])[CH:13]=[CH:12][C:11]=1[C@@H:18]1[C:26]2[C:21](=[CH:22][CH:23]=[C:24]([O:27][CH2:28][CH2:29][CH3:30])[CH:25]=2)[C@H:20]([C:31]2[CH:36]=[CH:35][C:34]3[O:37][CH2:38][O:39][C:33]=3[CH:32]=2)[C@H:19]1[C:40]([O:42][CH2:43][CH:44]=[CH2:45])=[O:41])([O:3]C(C)(C)C)=[O:2]>C(O)(C(F)(F)F)=O.C1(OC)C=CC=CC=1.C(OCC)(=O)C>[C:1]([CH2:8][O:9][C:10]1[CH:15]=[C:14]([O:16][CH3:17])[CH:13]=[CH:12][C:11]=1[C@@H:18]1[C:26]2[C:21](=[CH:22][CH:23]=[C:24]([O:27][CH2:28][CH2:29][CH3:30])[CH:25]=2)[C@H:20]([C:31]2[CH:36]=[CH:35][C:34]3[O:37][CH2:38][O:39][C:33]=3[CH:32]=2)[C@H:19]1[C:40]([O:42][CH2:43][CH:44]=[CH2:45])=[O:41])([OH:3])=[O:2]. Reported procedure: Allyl(1S,2R,3S)-3-(2-carbo-tert-butoxymethoxy-4-methoxyphenyl)-1-(3,4-methylenedioxyphenyl)-5-(prop-1-yloxy)indane-2-carboxylate (765 mg, 1.24 mmol) was dissolved in TFA (5 ml) containing a few drops of anisole. The reaction mixture was stirred at RT for 20 min. The solvent was eliminated, the residue was diluted with ethyl acetate, washed with water, brine and dried (MgSO4 anhyd.), filtered and evaporated. The product was purified by column chromatography to provide the title compound (575 mg, ... Reactants: NC1=C(C(=O)O)C=CC=C1I (2-amino-3-iodo-benzoic acid), CN(C)C=O (DMF), CCN(C(C)C)C(C)C (DIPEA), C1(CC1)N (Cyclopropylamine). Run in O (water). Reaction conditions: time 7 minute. Product: NC1=C(C(=O)NC2CC2)C=CC=C1I (2-amino-N-cyclopropyl-3-iodo-benzamide). Reaction SMILES: [NH2:1][C:2]1[C:10]([I:11])=[CH:9][CH:8]=[CH:7][C:3]=1[C:4]([OH:6])=O.CN(C=O)C.CC[N:19]([CH:23]([CH3:25])[CH3:24])C(C)C.C1(N)CC1>O>[NH2:1][C:2]1[C:10]([I:11])=[CH:9][CH:8]=[CH:7][C:3]=1[C:4]([NH:19][CH:23]1[CH2:25][CH2:24]1)=[O:6]. Reported procedure: To 2-amino-3-iodo-benzoic acid (200 mg, 0.76 mmol) in DMF (1 mL) TBTU (244.15 mg, 0.76 mmol) and DIPEA (245.69 μL, 1.52 mmol) are added and stirred at r.t. for 7 min. Cyclopropylamine (52.69 μL, 0.76 mmol) is added and stirred at r.t. overnight. The reaction mixture is diluted with water and the precipitate is filtered off and dried. The reactants are BrC1=CC=CC2=C3C=CC=CC3=C(N=C12)N (4-bromo-6-aminophenanthridine), C([O-])(O)=O.[Na+] (sodium bicarbonate), ClCC=O (chloroacetaldehyde). Run in CC(C)O (2-propanol). Reaction conditions: temperature 75 celsius. Product: BrC1=CC=CC=2C=3C=CC=CC3C=3N(C12)C=CN3 (5-bromo-imidazo[1,2-f]phenanthridine). Isolated yield 62.6%. As a reaction SMILES: [Br:1][C:2]1[C:15]2[C:6](=[C:7]3[C:12](=[C:13]([NH2:16])[N:14]=2)[CH:11]=[CH:10][CH:9]=[CH:8]3)[CH:5]=[CH:4][CH:3]=1.C(=O)(O)[O-].[Na+].Cl[CH2:23][CH:24]=O>CC(O)C>[Br:1][C:2]1[C:15]2[N:14]3[CH:23]=[CH:24][N:16]=[C:13]3[C:12]3[CH:11]=[CH:10][CH:9]=[CH:8][C:7]=3[C:6]=2[CH:5]=[CH:4][CH:3]=1 |f:1.2|. Procedure: To a mixture of 4-bromo-6-aminophenanthridine (19.11 g, 69.91 mmole), sodium bicarbonate (12.3 g, 146 mmole) in 2-propanol (200 ml) was added chloroacetaldehyde (50% aqueous soln. 17.35 g). After the reaction mixture was heated at 75° C. for 5 hrs., the solvent was removed. The residue was redissolved in methylene chloride and washed with water. The organic fractions were combined, dried over sodium sulfate, filtered, and concentrated in vacuo. The crude mixture was purified by chromagraphy on s...